This data is from the Open Reaction Database (ORD), a public repository of structured organic reaction records. The task is: describe an organic reaction: reactants, conditions, products, and yield Starting materials: C(C)(C)(C)C1=CN=C(O1)NC(OCC1=CC=CC=C1)=O (benzyl (5-tert-butyl-1,3-oxazol-2-yl)carbamate). The reagents and catalysts are [Pd] (palladium on carbon). Run in CO (methanol). Reaction conditions: time 3 hour. Product: C(C)(C)(C)C1=CN=C(O1)N (5-tert-butyl-1,3-oxazol-2-amine). Isolated yield 66.6%. Reaction SMILES: [C:1]([C:5]1[O:9][C:8]([NH:10]C(=O)OCC2C=CC=CC=2)=[N:7][CH:6]=1)([CH3:4])([CH3:3])[CH3:2]>CO.[Pd]>[C:1]([C:5]1[O:9][C:8]([NH2:10])=[N:7][CH:6]=1)([CH3:4])([CH3:3])[CH3:2]. Procedure: To a solution of benzyl (5-tert-butyl-1,3-oxazol-2-yl)carbamate (5.0 g, 18.2 mmol) in methanol (100 mL) is added 10% palladium on carbon (500 mg, 0.5 mmol). The reaction is stirred at room temperature for 3 h under hydrogen atmosphere. The reaction mixture is filtered through Celite and the filtrate is concentrated. The residue is purified by flash column chromatography to afford the title compound (1.7 g, 68%) as a light brown solid. Reactants: ClC1=CC(=C(C#N)C=C1)NC(=O)OCC (4-chloro-2-(ethoxycarbonylamino)benzonitrile), BrCC(=O)C1=NC=CC=C1CO[Si](C)(C)C(C)(C)C (2-Bromoacetyl-3-(tert-butyldimethylsilyloxymethyl)pyridine). Yields the product NC1=C(N(C2=CC(=CC=C12)Cl)C(=O)OCC)C(=O)C1=NC=CC=C1CO[Si](C)(C)C(C)(C)C (3-Amino-2-[3-(tert-butyldimethylsilyloxymethyl)pyridine-2-carbonyl]-6-chloro-1-(ethoxycarbonyl)indole). Reaction SMILES: [Cl:1][C:2]1[CH:9]=[CH:8][C:5]([C:6]#[N:7])=[C:4]([NH:10][C:11]([O:13][CH2:14][CH3:15])=[O:12])[CH:3]=1.Br[CH2:17][C:18]([C:20]1[C:25]([CH2:26][O:27][Si:28]([C:31]([CH3:34])([CH3:33])[CH3:32])([CH3:30])[CH3:29])=[CH:24][CH:23]=[CH:22][N:21]=1)=[O:19]>>[NH2:7][C:6]1[C:5]2[C:4](=[CH:3][C:2]([Cl:1])=[CH:9][CH:8]=2)[N:10]([C:11]([O:13][CH2:14][CH3:15])=[O:12])[C:17]=1[C:18]([C:20]1[C:25]([CH2:26][O:27][Si:28]([C:31]([CH3:34])([CH3:33])[CH3:32])([CH3:30])[CH3:29])=[CH:24][CH:23]=[CH:22][N:21]=1)=[O:19]. Procedure: The title compound was prepared according to the procedure described in step 2 of Example 1 employing 4-chloro-2-(ethoxycarbonylamino)benzonitrile (Example 1, step 1) and 2-bromoacetyl-3-(tert-butyldimethylsilyloxymethyl)pyridine (step 2). Starting materials: ClCCCCC1CN(C(O1)=O)C (5-(4-chlorobutyl)-3-methyl-2-oxazolidinone), Br.Br.OC1=C(C=CC=C1)N1CCNCC1 (1-(2-hydroxyphenyl)-piperazine dihydrobromide), C([O-])(O)=O.[Na+] (sodium bicarbonate), [I-].[K+] (potassium iodide). Solvent: C(CCC)O (n-butanol). Yields the product OC1=C(C=CC=C1)N1CCN(CC1)CCCCC1CN(C(O1)=O)C (5-[4-[4-(2-Hydroxyphenyl)-1-piperazinyl]butyl]-3-methyl-2-oxazolidinone). Isolated yield 34.0%. Reaction SMILES: Cl[CH2:2][CH2:3][CH2:4][CH2:5][CH:6]1[O:10][C:9](=[O:11])[N:8]([CH3:12])[CH2:7]1.Br.Br.[OH:15][C:16]1[CH:21]=[CH:20][CH:19]=[CH:18][C:17]=1[N:22]1[CH2:27][CH2:26][NH:25][CH2:24][CH2:23]1.C(=O)(O)[O-].[Na+].[I-].[K+]>C(O)CCC>[OH:15][C:16]1[CH:21]=[CH:20][CH:19]=[CH:18][C:17]=1[N:22]1[CH2:27][CH2:26][N:25]([CH2:2][CH2:3][CH2:4][CH2:5][CH:6]2[O:10][C:9](=[O:11])[N:8]([CH3:12])[CH2:7]2)[CH2:24][CH2:23]1 |f:1.2.3,4.5,6.7|. Reported procedure: Following the procedure of Example 5, a mixture of 5-(4-chlorobutyl)-3-methyl-2-oxazolidinone (5.39 g, 0.0282 mol), 1-(2-hydroxyphenyl)-piperazine dihydrobromide (9.6 g, 0.0282 mol), sodium bicarbonate (9.5 g, 0.113 mol) and potassium iodide (1.0 g) in n-butanol (100 mL) gave an oil which was triturated in light pet ether several times, crystallized from ethyl acetate/isopropyl ether, and dried under high vacuum at 50° C. to give 3.22 g (34% yield), mp 106°-110°.